From a dataset of the Open Reaction Database (ORD), a public repository of structured organic reaction records. describe an organic reaction: reactants, conditions, products, and yield Starting materials: FC(C(=O)OCC)(C(CC)OC(C(=C)C)=O)F (ethyl 2,2-difluoro-3-(methacryloyloxy)pentanoate), N,N-dimethylaminopyridine. Solvent: CO (methanol). The product is FC(C(=O)OC)(C(CC)OC(C(=C)C)=O)F (methyl 2,2-difluoro-3-(methacryloyloxy)pentanoate). The yield is 95.0%. Reaction SMILES: [F:1][C:2]([F:17])([CH:8]([O:11][C:12](=[O:16])[C:13]([CH3:15])=[CH2:14])[CH2:9][CH3:10])[C:3]([O:5][CH2:6]C)=[O:4]>CO>[F:1][C:2]([F:17])([CH:8]([O:11][C:12](=[O:16])[C:13]([CH3:15])=[CH2:14])[CH2:9][CH3:10])[C:3]([O:5][CH3:6])=[O:4]. Procedure: 100 g of ethyl 2,2-difluoro-3-(methacryloyloxy)pentanoate was dissolved in 1000 g of dehydrated methanol in a nitrogen atmosphere. After the addition of 0.1 g of N,N-dimethylaminopyridine (DMAP), the mixture was heated and refluxed for 5 hours. After evaporating the solvent, the residue was dissolved in 1000 g of dehydrated methanol, and the mixture was heated and refluxed for 5 hours. After evaporating the solvent, the residue was dissolved in 300 g of n-hexane. The solution was filtered throug... Reaction SMILES: [CH3:42][C:43]([Cl:44])=[O:45].[CH:33]([N:34]([CH2:35][CH3:36])[CH:37]([CH3:38])[CH3:39])([CH3:40])[CH3:41].[Cl:1][c:2]1[cH:3][cH:4][c:5]([NH:8][C:9](=[O:10])[c:11]2[c:12](=[O:32])[n:13]([CH:17]3[CH2:18][CH2:19][c:20]4[c:21]([N:26]5[CH2:27][CH2:28][NH:29][CH2:30][CH2:31]5)[cH:22][cH:23][cH:24][c:25]43)[cH:14][cH:15][cH:16]2)[cH:6][cH:7]1.[Cl:46][CH2:47][Cl:48]>>[Cl:1][c:2]1[cH:3][cH:4][c:5]([NH:8][C:9](=[O:10])[c:11]2[c:12](=[O:32])[n:13]([CH:17]3[CH2:18][CH2:19][c:20]4[c:21]([N:26]5[CH2:27][CH2:28][N:29]([C:43]([CH3:42])=[O:45])[CH2:30][CH2:31]5)[cH:22][cH:23][cH:24][c:25]43)[cH:14][cH:15][cH:16]2)[cH:6][cH:7]1. Starting materials: CC(=O)Cl, CCN(C(C)C)C(C)C, O=C(Nc1ccc(Cl)cc1)c1cccn(C2CCc3c2cccc3N2CCNCC2)c1=O, ClCCl. Product: CC(=O)N1CCN(c2cccc3c2CCC3n2cccc(C(=O)Nc3ccc(Cl)cc3)c2=O)CC1. Starting materials: 26, CC1CN(CCC1=O)C(=O)OC (methyl 3-methyl-4-oxo-1-piperidinecarboxylate), C1(=CC=CC=C1)CN (benzenemethanamine), S1C=CC=C1 (thiophene), [H][H] (hydrogen). The reagents and catalysts are [Pd] (palladium-on-charcoal). Run in C(C)O (ethanol), CO (methanol). The product is 40.2, CC1CN(CCC1NCC1=CC=CC=C1)C(=O)OC (methyl 3-methyl-4-[(phenylmethyl)amino]-1-piperidinecarboxylate). RXN SMILES: [CH3:1][CH:2]1[C:7](=O)[CH2:6][CH2:5][N:4]([C:9]([O:11][CH3:12])=[O:10])[CH2:3]1.[C:13]1([CH2:19][NH2:20])[CH:18]=[CH:17][CH:16]=[CH:15][CH:14]=1.S1C=CC=C1.[H][H]>C(O)C.[Pd].CO>[CH3:1][CH:2]1[CH:7]([NH:20][CH2:19][C:13]2[CH:18]=[CH:17][CH:16]=[CH:15][CH:14]=2)[CH2:6][CH2:5][N:4]([C:9]([O:11][CH3:12])=[O:10])[CH2:3]1. Procedure details: A mixture of 26 parts of methyl 3-methyl-4-oxo-1-piperidinecarboxylate, 16.5 parts of benzenemethanamine, 2 parts of a solution of thiophene in ethanol 4% and 200 parts of methanol was hydrogenated at normal pressure and at room temperature with 3 parts of palladium-on-charcoal catalyst 10%. After the calculated amount of hydrogen was taken up, the catalyst was filtered off and the filtrate was evaporated to dry, yielding 40.2 parts of methyl 3-methyl-4-[(phenylmethyl)amino]-1-piperidinecarboxyl... Starting materials: NCC(O)C1=CC=CC=C1 (2-amino-1-phenylethanol), C(#N)[BH3-].[Na+] (sodium cyanoborohydride), OC1=C(C=C(C=C1)OCC(C)=O)CC(=O)OC (methyl 2-hydroxy-5-(2-oxopropoxy)phenylacetate), C1=CC=CC=C1 (benzene). Solvent: CO (methanol). Product: COC(=O)CC=1C=C(OCC(C)NCC(O)C2=CC=CC=C2)C=CC1O (2-[2-(3-Methoxycarbonylmethyl-4-hydroxyphenoxy)-1-methylethyl]amino-1-phenylethanol). Yield: 3.7%. As a reaction SMILES: [NH2:1][CH2:2][CH:3]([C:5]1[CH:10]=[CH:9][CH:8]=[CH:7][CH:6]=1)[OH:4].[OH:11][C:12]1[CH:17]=[CH:16][C:15]([O:18][CH2:19][C:20](=O)[CH3:21])=[CH:14][C:13]=1[CH2:23][C:24]([O:26][CH3:27])=[O:25].C1C=CC=CC=1.C([BH3-])#N.[Na+]>CO>[CH3:27][O:26][C:24]([CH2:23][C:13]1[CH:14]=[C:15]([CH:16]=[CH:17][C:12]=1[OH:11])[O:18][CH2:19][CH:20]([NH:1][CH2:2][CH:3]([C:5]1[CH:10]=[CH:9][CH:8]=[CH:7][CH:6]=1)[OH:4])[CH3:21])=[O:25] |f:3.4|. Reported procedure: Following a procedure similar to that described in Example 6, but using 0.72 g of 2-amino-1-phenylethanol, 1.5 g of methyl 2-hydroxy-5-(2-oxopropoxy)phenylacetate (prepared as described in Preparation 21), 60 ml of benzene, 50 ml of absolute methanol and 1.9 g of sodium cyanoborohydride, and then purifying the reaction product by column chromatography through silica gel, using a 10:1 by volume mixture of ethyl acetate and ethanol as the eluent, 0.07 g of the title compound was obtained having an... The reactants are ClC1=C(C(=CC=C1)C)/C=C/C1CCN(CC1)C(=O)OC(C)(C)C (tert-butyl 4-[(E)-2-(2-chloro-6-methylphenyl)vinyl]piperidine-1-carboxylate). Run in C(C)O (ethanol), Cl.C(C)O (hydrogen chloride ethanol). Run at time 5 hour. The product is Cl.ClC1=C(C(=CC=C1)C)/C=C/C1CCNCC1 (4-[(E)-2-(2-chloro-6-methylphenyl)vinyl]piperidine hydrochloride). Yield: 144.2%. Reaction SMILES: [Cl:1][C:2]1[CH:7]=[CH:6][CH:5]=[C:4]([CH3:8])[C:3]=1/[CH:9]=[CH:10]/[CH:11]1[CH2:16][CH2:15][N:14](C(OC(C)(C)C)=O)[CH2:13][CH2:12]1>C(O)C.Cl.C(O)C>[ClH:1].[Cl:1][C:2]1[CH:7]=[CH:6][CH:5]=[C:4]([CH3:8])[C:3]=1/[CH:9]=[CH:10]/[CH:11]1[CH2:12][CH2:13][NH:14][CH2:15][CH2:16]1 |f:2.3,4.5|. Reported procedure: To a solution of 645 mg of tert-butyl 4-[(E)-2-(2-chloro-6-methylphenyl)vinyl]piperidine-1-carboxylate in 4 ml of ethanol, 3 ml of 35% hydrogen chloride-ethanol was added, followed by stirring at ambient temperature for 5 hours. The reaction mixture was evaporated under reduced pressure and the residue was azeotropically distilled with 5 ml of toluene 3 times to give crystals. The collected crystals were recrystallized from ethanol-ethyl acetate to give 377 mg of 4-[(E)-2-(2-chloro-6-methylpheny... Starting materials: CC(C)(C)OC(=O)N1CCNC(Cc2ccccc2)C1, ClCCl, Cl. The product is c1ccc(CC2CNCCN2)cc1. RXN SMILES: [CH2:2]([c:3]1[cH:4][cH:5][cH:6][cH:7][cH:8]1)[CH:9]1[CH2:10][N:11]([C:15]([O:16][C:17]([CH3:18])([CH3:19])[CH3:20])=[O:21])[CH2:12][CH2:13][NH:14]1.[Cl:22][CH2:23][Cl:24].[ClH:1]>>[CH2:2]([c:3]1[cH:4][cH:5][cH:6][cH:7][cH:8]1)[CH:9]1[CH2:10][NH:11][CH2:12][CH2:13][NH:14]1.